From a dataset of the Open Reaction Database (ORD), a public repository of structured organic reaction records. describe an organic reaction: reactants, conditions, products, and yield Starting materials: ClC1=C(C=O)C(=CC=C1Cl)F (2,3-dichloro-6-fluorobenzaldehyde), C(CCC)N (N-butylamine), C1(=CC=C(C=C1)S(=O)(=O)O)C (p-toluenesulphonic acid). The product is C(CCC)/N=C/C1=C(C(=CC=C1F)Cl)Cl (Butyl-[1-(2,3-dichloro-6-fluoro-phenyl)-meth-(E)-ylidene]-amine). Reaction SMILES: [Cl:1][C:2]1[C:9]([Cl:10])=[CH:8][CH:7]=[C:6]([F:11])[C:3]=1[CH:4]=O.[CH2:12]([NH2:16])[CH2:13][CH2:14][CH3:15].C1(C)C=CC(S(O)(=O)=O)=CC=1>>[CH2:12](/[N:16]=[CH:4]/[C:3]1[C:6]([F:11])=[CH:7][CH:8]=[C:9]([Cl:10])[C:2]=1[Cl:1])[CH2:13][CH2:14][CH3:15]. Reported procedure: Butyl-[1-(2,3-dichloro-6-fluoro-phenyl)-meth-(E)-ylidene]-amine was prepared from 2,3-dichloro-6-fluorobenzaldehyde, N-butylamine and p-toluenesulphonic acid in analogy to Example 191a): brown oil; 1H-NMR (CDCl3): 0.96 (3H, t, CH3), 1.39 (2H, sextet, CH2), 1.73 (2H, quintet, CH2), 3.71 (2H, q, CH2), 7.02 (1H, dd, ArH), 7.44 (1H, dd, ArH), 8.44 (1H, s, CH═N). The reactants are CC1=CC=C(OCCC(=O)OC)C=C1 (methyl 3-(4-methylphenoxy)-propanoate), S(=O)(=O)([O-])OOS(=O)(=O)[O-].[K+].[K+] (potassium peroxydisulphate). Reagents/catalysts: S(=O)(=O)([O-])[O-].[Cu+2] (copper (II) sulphate). Solvent: C(C)#N (acetonitrile), O (water). Reaction conditions: time 3.5 hour. The product is C(=O)C1=CC=C(OCCC(=O)OC)C=C1 (Methyl 3-(4-formylphenoxy)-propanoate). Isolated yield 92.5%. As a reaction SMILES: [CH3:1][C:2]1[CH:14]=[CH:13][C:5]([O:6][CH2:7][CH2:8][C:9]([O:11][CH3:12])=[O:10])=[CH:4][CH:3]=1.S(OOS([O-])(=O)=O)([O-])(=O)=[O:16].[K+].[K+]>C(#N)C.O.S([O-])([O-])(=O)=O.[Cu+2]>[CH:1]([C:2]1[CH:14]=[CH:13][C:5]([O:6][CH2:7][CH2:8][C:9]([O:11][CH3:12])=[O:10])=[CH:4][CH:3]=1)=[O:16] |f:1.2.3,6.7|. Reported procedure: A solution of methyl 3-(4-methylphenoxy)-propanoate, (15.0 g, 0.077 moles) in acetonitrile, (270 ml), was added to a solution of potassium peroxydisulphate, (41.60 g, 0.154 moles) and copper (II) sulphate (3.85 g, 0.015 moles) in water, (270 ml). The resulting mixture was stirred at 65°-70° C. for 3.5 h, then cooled and extracted with diethyl ether. The organic extract was washed with water, saturated brine and dried, (MgSO4). Evaporation of the solvent gave 14.83 g of an orange oil which was di...